Task: describe an organic reaction: reactants, conditions, products, and yield. Dataset: the Open Reaction Database (ORD), a public repository of structured organic reaction records Starting materials: C(C1=CC=CC=C1)OC1=C(C=C(C=C1C)C=1OC(=CN1)C1=CC(=NC(=C1)C)CC(C)C)CC (4-[2-(4-benzyloxy-3-ethyl-5-methyl-phenyl)-oxazol-5-yl]-2-isobutyl-6-methyl-pyridine). The reagents and catalysts are [Pd] (Pd/C). Solvent: C1CCOC1 (THF), CCO (EtOH). Run at time 16 hour. Yields the product C(C)C1=C(C(=CC(=C1)C=1OC(=CN1)C1=CC(=NC(=C1)C)CC(C)C)C)O (2-ethyl-4-[5-(2-isobutyl-6-methyl-pyridin-4-yl)-oxazol-2-yl]-6-methyl-phenol). The yield is 47.6%. As a reaction SMILES: C([O:8][C:9]1[C:14]([CH3:15])=[CH:13][C:12]([C:16]2[O:17][C:18]([C:21]3[CH:26]=[C:25]([CH3:27])[N:24]=[C:23]([CH2:28][CH:29]([CH3:31])[CH3:30])[CH:22]=3)=[CH:19][N:20]=2)=[CH:11][C:10]=1[CH2:32][CH3:33])C1C=CC=CC=1>C1COCC1.CCO.[Pd]>[CH2:32]([C:10]1[CH:11]=[C:12]([C:16]2[O:17][C:18]([C:21]3[CH:26]=[C:25]([CH3:27])[N:24]=[C:23]([CH2:28][CH:29]([CH3:30])[CH3:31])[CH:22]=3)=[CH:19][N:20]=2)[CH:13]=[C:14]([CH3:15])[C:9]=1[OH:8])[CH3:33]. Procedure: To a solution of 4-[2-(4-benzyloxy-3-ethyl-5-methyl-phenyl)-oxazol-5-yl]-2-isobutyl-6-methyl-pyridine (29 mg, 66 μmol) in THF (0.5 mL) and EtOH (0.5 mL), Pd/C (10 mg, 10% Pd) is added. The mixture is stirred at rt under 1 bar of H2 for 16 h. The catalyst is filtered off and the filtrate is concentrated. The residue is again treated with Pd/C and H2 at rt for 24 h as described before. The catalyst is filtered off and the filtrate is evaporated. The crude product is purified on prep. TLC using hep... Reactants: COC(=O)c1ccc(C(=CC2CCCC2)c2cc3cc(F)cnc3[nH]2)cc1F, CO. Yields the product COC(=O)c1ccc(C(CC2CCCC2)c2cc3cc(F)cnc3[nH]2)cc1F. Reaction SMILES: [CH3:1][O:2][C:3]([c:4]1[c:5]([F:27])[cH:6][c:7]([C:10](=[CH:11][CH:12]2[CH2:13][CH2:14][CH2:15][CH2:16]2)[c:17]2[cH:18][c:19]3[c:20]([n:21][cH:22][c:23]([F:25])[cH:24]3)[nH:26]2)[cH:8][cH:9]1)=[O:28].[CH3:29][OH:30]>>[CH3:1][O:2][C:3]([c:4]1[c:5]([F:27])[cH:6][c:7]([CH:10]([CH2:11][CH:12]2[CH2:13][CH2:14][CH2:15][CH2:16]2)[c:17]2[cH:18][c:19]3[c:20]([n:21][cH:22][c:23]([F:25])[cH:24]3)[nH:26]2)[cH:8][cH:9]1)=[O:28]. The reactants are N1(C=NC=C1)CCCN (3-Imidazol-1-yl-propylamine), CC1=CC=C(C=O)C=C1 (4-Methyl-benzaldehyde), C(C)OC(C(CC1=CNC2=CC=CC=C12)=O)=O (3-(1H-Indol-3-yl)-2-oxo-propionic acid ethyl ester). Solvent: C(C)O (ethanol). Run at temperature 50 celsius, time 24 hour. Yields the product OC=1C(N(C(C1C1=CNC2=CC=CC=C12)C1=CC=C(C=C1)C)CCCN1C=NC=C1)=O (3-Hydroxy-1-(3-imidazol-1-yl-propyl)-4-(1H-indol-3-yl)-5-p-tolyl-1,5-dihydro-pyrrol-2-one). RXN SMILES: [N:1]1([CH2:6][CH2:7][CH2:8][NH2:9])[CH:5]=[CH:4][N:3]=[CH:2]1.[CH3:10][C:11]1[CH:18]=[CH:17][C:14]([CH:15]=O)=[CH:13][CH:12]=1.C([O:21][C:22](=O)[C:23](=[O:34])[CH2:24][C:25]1[C:33]2[C:28](=[CH:29][CH:30]=[CH:31][CH:32]=2)[NH:27][CH:26]=1)C>C(O)C>[OH:34][C:23]1[C:22](=[O:21])[N:9]([CH2:8][CH2:7][CH2:6][N:1]2[CH:5]=[CH:4][N:3]=[CH:2]2)[CH:15]([C:14]2[CH:17]=[CH:18][C:11]([CH3:10])=[CH:12][CH:13]=2)[C:24]=1[C:25]1[C:33]2[C:28](=[CH:29][CH:30]=[CH:31][CH:32]=2)[NH:27][CH:26]=1. Reported procedure: 3-Imidazol-1-yl-propylamine (1 mmol) and 4-Methyl-benzaldehyde (1 mmol) were added to ethanol (5 ml). After 30 min 3-(1H-Indol-3-yl)-2-oxo-propionic acid ethyl ester (1 mmol) was added. The reaction was heated to 50° C. and stirred for 24 h. After evaporation of the solvent the residue was purified with chromatographic methods.